Task: describe an organic reaction: reactants, conditions, products, and yield. Dataset: the Open Reaction Database (ORD), a public repository of structured organic reaction records Starting materials: NCCCCC=1N=CNC1 (4-(4-aminobutyl)imidazole), dihydrobromide, [N+](=O)([O-])C=C(SC)SC (1-nitro-2,2-bis-methylthioethylene). Run in C(C)#N (acetonitrile). Product: [N+](=O)([O-])C=C(NCCCCC=1N=CNC1)SC (1-nitro-2-methylthio-2-[4-(4-imidazolyl)butylamino]ethylene). Reaction SMILES: [NH2:1][CH2:2][CH2:3][CH2:4][CH2:5][C:6]1[N:7]=[CH:8][NH:9][CH:10]=1.[N+:11]([CH:14]=[C:15](SC)[S:16][CH3:17])([O-:13])=[O:12]>C(#N)C>[N+:11]([CH:14]=[C:15]([S:16][CH3:17])[NH:1][CH2:2][CH2:3][CH2:4][CH2:5][C:6]1[N:7]=[CH:8][NH:9][CH:10]=1)([O-:13])=[O:12]. Reported procedure: A solution of 4-(4-aminobutyl)imidazole (from the dihydrobromide (3.6 g)) and 1-nitro-2,2-bis-methylthioethylene (2.0 g) in acetonitrile (50 ml) was set aside at room temperature for 3 days. The product was chromatographed on a column of silica gel to give 1-nitro-2-methylthio-2-[4-(4-imidazolyl)butylamino]ethylene. The reactants are CCOC(=O)c1ccc(N)nc1N, CCO, [Na+], [OH-]. Yields the product Nc1ccc(C(=O)O)c(N)n1. RXN SMILES: [CH2:1]([CH3:2])[O:3][C:4]([c:5]1[c:6]([NH2:12])[n:7][c:8]([NH2:11])[cH:9][cH:10]1)=[O:13].[CH3:16][CH2:17][OH:18].[Na+:15].[OH-:14]>>[O:3]=[C:4]([c:5]1[c:6]([NH2:12])[n:7][c:8]([NH2:11])[cH:9][cH:10]1)[OH:13]. Starting materials: CO, Cl, COCCOCc1c(C(=O)N(CC(C)C)C2CC(C(C)O)CN(C(=O)OC(C)(C)C)C2)nnn1-c1ccccc1C. Yields the product COCCOCc1c(C(=O)N(CC(C)C)C2CNCC(C(C)O)C2)nnn1-c1ccccc1C. Reaction SMILES: [CH3:42][OH:43].[ClH:44].[OH:1][CH:2]([CH3:3])[CH:4]1[CH2:5][N:6]([C:35]([O:36][C:37]([CH3:38])([CH3:39])[CH3:40])=[O:41])[CH2:7][CH:8]([N:10]([CH2:11][CH:12]([CH3:13])[CH3:14])[C:15](=[O:16])[c:17]2[n:18][n:19][n:20](-[c:28]3[c:29]([CH3:34])[cH:30][cH:31][cH:32][cH:33]3)[c:21]2[CH2:22][O:23][CH2:24][CH2:25][O:26][CH3:27])[CH2:9]1>>[OH:1][CH:2]([CH3:3])[CH:4]1[CH2:5][NH:6][CH2:7][CH:8]([N:10]([CH2:11][CH:12]([CH3:13])[CH3:14])[C:15](=[O:16])[c:17]2[n:18][n:19][n:20](-[c:28]3[c:29]([CH3:34])[cH:30][cH:31][cH:32][cH:33]3)[c:21]2[CH2:22][O:23][CH2:24][CH2:25][O:26][CH3:27])[CH2:9]1.